From a dataset of the Open Reaction Database (ORD), a public repository of structured organic reaction records. describe an organic reaction: reactants, conditions, products, and yield Starting materials: CC(=O)OC(C)=O, Cl, Nc1ccc2c(c1)ncn2-c1ccc(NC(=O)Nc2ccc(Cl)c(C(F)(F)F)c2)cc1. Product: CC(=O)Nc1ccc2c(c1)ncn2-c1ccc(NC(=O)Nc2ccc(Cl)c(C(F)(F)F)c2)cc1. RXN SMILES: [CH3:33][C:34](=[O:35])[O:36][C:37](=[O:38])[CH3:39].[ClH:1].[NH2:2][c:3]1[cH:4][c:5]2[c:6]([n:7](-[c:10]3[cH:11][cH:12][c:13]([NH:16][C:17](=[O:18])[NH:19][c:20]4[cH:21][c:22]([C:27]([F:28])([F:29])[F:30])[c:23]([Cl:26])[cH:24][cH:25]4)[cH:14][cH:15]3)[cH:8][n:9]2)[cH:31][cH:32]1>>[NH:2]([c:3]1[cH:4][c:5]2[c:6]([n:7](-[c:10]3[cH:11][cH:12][c:13]([NH:16][C:17](=[O:18])[NH:19][c:20]4[cH:21][c:22]([C:27]([F:28])([F:29])[F:30])[c:23]([Cl:26])[cH:24][cH:25]4)[cH:14][cH:15]3)[cH:8][n:9]2)[cH:31][cH:32]1)[C:34]([CH3:33])=[O:35]. Starting materials: C(N)(=O)C=1SC=C(C1)NCCCCCCCCCCCCCCCC (2-carbamyl-4-hexadecylaminothiophene), Cl (hydrochloric acid), COCCO (methyl cellosolve). Yields the product C(CCCCCCCCCCCCCCC)NC=1C=C(SC1)C(=O)O (4-hexadecylamino-2-thiophenecarboxylic acid). RXN SMILES: [C:1]([C:4]1[S:5][CH:6]=[C:7]([NH:9][CH2:10][CH2:11][CH2:12][CH2:13][CH2:14][CH2:15][CH2:16][CH2:17][CH2:18][CH2:19][CH2:20][CH2:21][CH2:22][CH2:23][CH2:24][CH3:25])[CH:8]=1)(=[O:3])N.Cl.C[O:28]CCO>>[CH2:10]([NH:9][C:7]1[CH:8]=[C:4]([C:1]([OH:28])=[O:3])[S:5][CH:6]=1)[CH2:11][CH2:12][CH2:13][CH2:14][CH2:15][CH2:16][CH2:17][CH2:18][CH2:19][CH2:20][CH2:21][CH2:22][CH2:23][CH2:24][CH3:25]. Procedure details: A mixture of 4.4 g. of 2-carbamyl-4-hexadecylaminothiophene, 50 ml. of methyl cellosolve, and 50 ml. of 6 N hydrochloric acid is refluxed for 40 hours and then allowed to cool. The solid is filtered and recrystallized from methanol. The solid is then dissolved in hot sodium bicarbonate solution, filtered, and the filtrate is acidified with concentrated hydrochloric acid. The resulting precipitate is collected and recrystallized from isopropanol to yield the product. Reactants: COC1=CC=C(C=C1)N (anisidine), C(C)(C)(C)OC(=O)N1CCC(CC1)=O (4-oxo-piperidine-1-carboxylic acid tert-butyl ester), C(C)(=O)O[BH-](OC(C)=O)OC(C)=O.[Na+] (sodium triacetoxyborohydride), CO (methanol). Run at time 6 hour. The product is C(C)(C)(C)OC(=O)N1CCC(CC1)NC1=C(C=CC=C1)OC (4-(2-methoxyphenylamino)-piperidine-1-carboxylic acid tert-butyl ester). Isolated yield 35.0%. As a reaction SMILES: CO[C:3]1C=C[C:6]([NH2:9])=[CH:5][CH:4]=1.[C:10]([O:14][C:15]([N:17]1[CH2:22][CH2:21][C:20](=O)[CH2:19][CH2:18]1)=[O:16])([CH3:13])([CH3:12])[CH3:11].C(O[BH-](O[C:34](=[O:36])[CH3:35])OC(=O)C)(=O)C.[Na+].[CH3:38]O>>[C:10]([O:14][C:15]([N:17]1[CH2:22][CH2:21][CH:20]([NH:9][C:6]2[CH:5]=[CH:4][CH:3]=[CH:35][C:34]=2[O:36][CH3:38])[CH2:19][CH2:18]1)=[O:16])([CH3:13])([CH3:12])[CH3:11] |f:2.3|. Procedure details: To a solution of anisidine (3.1 g, 25.2 mmol) and 4-oxo-piperidine-1-carboxylic acid tert-butyl ester (5.0 g, 25.1 mmol) in methanol (100 mL) was added sodium triacetoxyborohydride (13.4 g, 63.2 mmol) at room temperature. After stirring for 6 h, the resulting suspension was partitioned between ethyl acetate and 1N sodium hydroxide. The aqueous layer was extracted with ethyl acetate. The combined organic layer was washed with brine, dried over magnesium sulfate, and concentrated in vacuo. The res... Reactants: OC(C1=CC=CC=C1)C=1C2=C(SC1)CC(CC2)C(=O)OCC (3-(α-hydroxybenzyl)-6-ethoxycarbonyl-4,5,6,7-tetrahydrobenzo[b]thiophene), C(#N)[BH3-].[Na+] (sodium cyanoborohydride), ClCCl (dichloromethane). The reagents and catalysts are [I-].[Zn+2].[I-] (zinc iodide). The solvent is CO (methanol). Run at time 3 hour. The product is C(C1=CC=CC=C1)C=1C2=C(SC1)CC(CC2)C(=O)OCC (3-Benzyl-6-ethoxycarbonyl-4,5,6,7-tetrahydrobenzo[b]thiophene). Yield: 74.9%. RXN SMILES: O[CH:2]([C:9]1[C:10]2[CH2:17][CH2:16][CH:15]([C:18]([O:20][CH2:21][CH3:22])=[O:19])[CH2:14][C:11]=2[S:12][CH:13]=1)[C:3]1[CH:8]=[CH:7][CH:6]=[CH:5][CH:4]=1.C([BH3-])#N.[Na+].ClCCl>[I-].[Zn+2].[I-].CO>[CH2:2]([C:9]1[C:10]2[CH2:17][CH2:16][CH:15]([C:18]([O:20][CH2:21][CH3:22])=[O:19])[CH2:14][C:11]=2[S:12][CH:13]=1)[C:3]1[CH:4]=[CH:5][CH:6]=[CH:7][CH:8]=1 |f:1.2,4.5.6|. Procedure details: A mixture of 8.3 g of 3-(α-hydroxybenzyl)-6-ethoxycarbonyl-4,5,6,7-tetrahydrobenzo[b]thiophene, 12.5 g of zinc iodide, 2.0 g of sodium cyanoborohydride and 150 ml of dichloromethane was stirred at room temperature for 3 hours. After adding methanol to the reaction solution, insoluble matters were filtered off. The solvent was removed, and the residue was subjected to silica gel column chromatography and eluted with hexane and then with hexane/ethyl acetate (10:1), to give 5.9 g of the target com... The reactants are [Li+].CC(C)[N-]C(C)C (LDA), C(C1=CC=CC=C1)N1CCC(CC1)=O (1-benzyl-4-piperidone), CI (Methyl iodide), enolate. Run in C1CCOC1 (THF). Reaction conditions: temperature 0 celsius, time 2 hour. The product is C(C1=CC=CC=C1)N1CC(C(CC1)=O)C (1-benzyl-3-methyl-4-piperidone). The yield is 29.6%. RXN SMILES: [Li+].[CH3:2]C([N-]C(C)C)C.[CH2:9]([N:16]1[CH2:21][CH2:20][C:19](=[O:22])[CH2:18][CH2:17]1)[C:10]1[CH:15]=[CH:14][CH:13]=[CH:12][CH:11]=1.CI>C1COCC1>[CH2:9]([N:16]1[CH2:21][CH2:20][C:19](=[O:22])[CH:18]([CH3:2])[CH2:17]1)[C:10]1[CH:11]=[CH:12][CH:13]=[CH:14][CH:15]=1 |f:0.1|. Reported procedure: To a -78° C. solution of LDA (10.79 mmol) in THF (30 mL) was added 1-benzyl-4-piperidone (2.0 mL, 10.8 mmol). The reaction mixture was warmed to 0° C. for 20 min and then cooled back to -78° C. Methyl iodide (0.67 mL, 10.8 mmol) was added to the enolate solution which was stirred at 0° C. for 2 h then warmed to RT overnight. The reaction mixture was quenched with sat. NH4Cl and concentrated. The residue was suspended in H2O and extracted with CH2Cl2. The combined organic layers were dried with M... Reactants: C([O-])([O-])=O.[Ca+2] (calcium carbonate), [N+](=O)([O-])C=1C=C(OC(C)O)C=CC1N (3-nitro-4-aminophenoxyethanol), ClC(=O)OCCCl (β-chloroethyl chloroformate). Solvent: O1CCOCC1 (dioxane). Conditions: temperature 90 celsius. The product is [N+](=O)([O-])C1=C(C=CC(=C1)OCCO)NC(OCCCl)=O (β-chloroethyl 2-nitro-4-(β-hydroxyethoxy)-phenylcarbamate). As a reaction SMILES: [N+:1]([C:4]1[CH:5]=[C:6]([CH:11]=[CH:12][C:13]=1[NH2:14])[O:7][CH:8](O)[CH3:9])([O-:3])=[O:2].C(=O)([O-])[O-:16].[Ca+2].Cl[C:21]([O:23][CH2:24][CH2:25][Cl:26])=[O:22]>O1CCOCC1>[N+:1]([C:4]1[CH:5]=[C:6]([O:7][CH2:8][CH2:9][OH:16])[CH:11]=[CH:12][C:13]=1[NH:14][C:21](=[O:22])[O:23][CH2:24][CH2:25][Cl:26])([O-:3])=[O:2] |f:1.2|. Procedure details: 4 mols (792 g) of 3-nitro-4-aminophenoxyethanol are dissolved in 1,600 ml of dioxane. 2.4 mols (240 g) of calcium carbonate are added. The temperature is raised to about 90° C. and 4.8 mols (686 g) of β-chloroethyl chloroformate are then introduced gradually, whilst stirring. When the addition has ended, heating is maintained for 30 minutes at 90° C. The reaction medium is filtered hot. The cooled filtrate is diluted with petroleum ether to precipitate the desired product, which, after recrystal...